describe an organic reaction: reactants, conditions, products, and yield From a dataset of the Open Reaction Database (ORD), a public repository of structured organic reaction records. Starting materials: [OH-].[Na+] (NaOH), P(=O)(Cl)(Cl)Cl (Phosphoryl chloride), CC1=NC=C(C(=C1C)[N+](=O)[O-])F (2,3-dimethyl-4-nitro-5-fluoropyridine). Solvent: ClCCl (dichloromethane), ClCCl (dichloromethane). Yields the product CC1=[N+](C=C(C(=C1C)Cl)F)[O-] (2,3-dimethyl-4-chloro-5-fluoropyridine-N-oxide). Reaction SMILES: P(Cl)(Cl)([Cl:3])=O.[CH3:6][C:7]1[C:12]([CH3:13])=[C:11]([N+]([O-])=O)[C:10]([F:17])=[CH:9][N:8]=1.[OH-:18].[Na+]>ClCCl>[CH3:6][C:7]1[C:12]([CH3:13])=[C:11]([Cl:3])[C:10]([F:17])=[CH:9][N+:8]=1[O-:18] |f:2.3|. Reported procedure: Phosphoryl chloride (8.6 ml) in dichloromethane (50 ml) was added to a stirred solution of 2,3-dimethyl-4-nitro-5-fluoropyridine (5.8 g) in dichloromethane (100 ml). The reaction mixture was heated under reflux for 4 hours. After cooling and pouring onto ice, the mixture was basified (NaOH) to pH 12 and extracted with dichloromethane. After drying (K2CO3) and removal of solvent, the crude product was purified by column chromatography (silica gel, 2%MeOH/CHCl3) to give 2,3-dimethyl-4-chloro-5-flu... Reactants: COc1ccc([N+](=O)[O-])c(C=O)c1OC, O, O, OCCO, Cc1ccc(S(=O)(=O)O)cc1, c1ccccc1. The product is COc1ccc([N+](=O)[O-])c(C2OCCO2)c1OC. Reaction SMILES: [CH3:1][O:2][c:3]1[c:4]([CH:5]=[O:6])[c:7]([N+:13](=[O:14])[O-:15])[cH:8][cH:9][c:10]1[O:11][CH3:12].[OH2:20].[OH2:32].[OH:16][CH2:17][CH2:18][OH:19].[c:21]1([CH3:22])[cH:23][cH:24][c:25]([S:26]([OH:27])(=[O:28])=[O:29])[cH:30][cH:31]1.[cH:33]1[cH:34][cH:35][cH:36][cH:37][cH:38]1>>[CH3:1][O:2][c:3]1[c:4]([CH:5]2[O:6][CH2:18][CH2:17][O:16]2)[c:7]([N+:13](=[O:14])[O-:15])[cH:8][cH:9][c:10]1[O:11][CH3:12]. Reactants: C([O-])(O)=O.[Na+] (sodium bicarbonate), BrBr (Bromine), C(C)(=O)[O-].[K+] (potassium acetate), C(CCC)N1N=C(C=C1CCS(=O)(=O)CCC)C#N (1-butyl-5-[2-(propylsulfonyl)ethyl]-1H-pyrazole-3-carbonitrile). The solvent is C(C)(=O)O (acetic acid). The product is BrC=1C(=NN(C1CCS(=O)(=O)CCC)CCCC)C#N (4-bromo-1-butyl-5-[2-(propylsulfonyl)ethyl]-1H-pyrazole-3-carbonitrile). The yield is 58.7%. As a reaction SMILES: [Br:1]Br.C([O-])(=O)C.[K+].[CH2:8]([N:12]1[C:16]([CH2:17][CH2:18][S:19]([CH2:22][CH2:23][CH3:24])(=[O:21])=[O:20])=[CH:15][C:14]([C:25]#[N:26])=[N:13]1)[CH2:9][CH2:10][CH3:11].C(=O)(O)[O-].[Na+]>C(O)(=O)C>[Br:1][C:15]1[C:14]([C:25]#[N:26])=[N:13][N:12]([CH2:8][CH2:9][CH2:10][CH3:11])[C:16]=1[CH2:17][CH2:18][S:19]([CH2:22][CH2:23][CH3:24])(=[O:21])=[O:20] |f:1.2,4.5|. Reported procedure: Bromine (0.8 mL, 14.7 mmol) was added dropwise to a stirred solution of potassium acetate (2.00 g, 20.1 mmol) and 1-butyl-5-[2-(propylsulfonyl)ethyl]-1H-pyrazole-3-carbonitrile (3.80 g, 13.4 mmol) in acetic acid (27 mL). The reaction was stirred at ambient temperature, then was concentrated under reduced pressure to afford a solid. Saturated aqueous sodium bicarbonate was added to the solid until the mixture was pH 9. The mixture was extracted with dichloromethane (2×50 mL). The organic layers w... The reactants are CS(=O)(=O)C=1C=C(C(=O)O)C=C(C1Cl)N (3-methylsulfonyl-4-chloro-5-aminobenzoic acid), C(C1=CC=CO1)=O (furfural). Run in O (water). Conditions: time 1 hour. Product: C(C1=CC=CO1)=NC=1C=C(C(=O)O)C=C(C1Cl)S(=O)(=O)C (3-furfurylideneamino-4-chloro-5-methylsulfonylbenzoic acid). As a reaction SMILES: [CH3:1][S:2]([C:5]1[CH:6]=[C:7]([CH:11]=[C:12]([NH2:15])[C:13]=1[Cl:14])[C:8]([OH:10])=[O:9])(=[O:4])=[O:3].[CH:16](=O)[C:17]1[O:21][CH:20]=[CH:19][CH:18]=1>O>[CH:16](=[N:15][C:12]1[CH:11]=[C:7]([CH:6]=[C:5]([S:2]([CH3:1])(=[O:4])=[O:3])[C:13]=1[Cl:14])[C:8]([OH:10])=[O:9])[C:17]1[O:21][CH:20]=[CH:19][CH:18]=1. Procedure details: A mixture of 3-methylsulfonyl-4-chloro-5-aminobenzoic acid (3.0 g.; 0.012 mole) and furfural (50 ml.) is heated to 70°-80° C. on a water bath. The water formed during the reaction is azeotropically distilled with the excess furfural at 15 mm Hg. pressure during a one hour period. The reaction mixture is cooled and triturated with carbon tetrachloride (100 ml.) to yield 3.6 g. (90%) of 3-furfurylideneamino-4-chloro-5-methylsulfonylbenzoic acid which melts at 221° C. and is used in Step E without ... The reactants are FC(C=1C=C(C=CC1)C=1C=C(CN(S(=O)(=O)C2=CC=C(C=C2)F)C)C=CC1O)(F)F (N-(3-(3-trifluoromethylphenyl)-4-hydroxybenzyl)-4-fluoro-N-methylbenzenesulfonamide), C(C)(C)(C)OC(C(C)(C)Br)=O (t-butyl-2-bromo-2-methylpropanoate), C([O-])([O-])=O.[K+].[K+] (potassium carbonate). Solvent: CN(C)C=O (DMF). Conditions: temperature 80 celsius, time 16 hour. The product is FC(C=1C=C(C=CC1)C1=C(OC(C(=O)O)(C)C)C=CC(=C1)CN(S(=O)(=O)C1=CC=C(C=C1)F)C)(F)F (2-(2-(3-trifluoromethylphenyl)-4-((4-fluoro-N-methylphenylsulfonamido)methyl)phenoxy)-2-methylpropanoic acid). The yield is 4.7%. As a reaction SMILES: [F:1][C:2]([F:30])([F:29])[C:3]1[CH:4]=[C:5]([C:9]2[CH:10]=[C:11]([CH:25]=[CH:26][C:27]=2[OH:28])[CH2:12][N:13]([CH3:24])[S:14]([C:17]2[CH:22]=[CH:21][C:20]([F:23])=[CH:19][CH:18]=2)(=[O:16])=[O:15])[CH:6]=[CH:7][CH:8]=1.C([O:35][C:36](=[O:41])[C:37](Br)([CH3:39])[CH3:38])(C)(C)C.C(=O)([O-])[O-].[K+].[K+]>CN(C=O)C>[F:30][C:2]([F:1])([F:29])[C:3]1[CH:4]=[C:5]([C:9]2[CH:10]=[C:11]([CH2:12][N:13]([CH3:24])[S:14]([C:17]3[CH:22]=[CH:21][C:20]([F:23])=[CH:19][CH:18]=3)(=[O:16])=[O:15])[CH:25]=[CH:26][C:27]=2[O:28][C:37]([CH3:39])([CH3:38])[C:36]([OH:41])=[O:35])[CH:6]=[CH:7][CH:8]=1 |f:2.3.4|. Reported procedure: To a solution of N-(3-(3-trifluoromethylphenyl)-4-hydroxybenzyl)-4-fluoro-N-methylbenzenesulfonamide (36) (50.0 mg, 0.114 mmol, 1 eq) in DMF (3 mL) under argon, was added t-butyl-2-bromo-2-methylpropanoate (66.0 mg, 0.296 mmol, 2.6 eq) and potassium carbonate (31 mg, 0.224 mmol, 2 eq). The mixture was stirred at 80° C. for 16 h, cooled to room temperature and partitioned with saturated sodium bicarbonate and EtOAc. The organic layer was separated, dried (Na2SO4), and concentrated in vacuo. The c... The reactants are ClCC1=CC=C(C=C1)C1=C(C=CC=C1)C(F)(F)F (4′-(Chloromethyl)-2-(trifluoromethyl)biphenyl), C(=O)([O-])[O-].[Cs+].[Cs+] (Cs2CO3), OC=1C=C2CCN(CC2=CC1)CC1(COC(OC1)(C)C)NC(OC(C)(C)C)=O (tert-Butyl 5-((6-hydroxy-3,4-dihydroisoquinolin-2(1H)-yl)methyl)-2,2-dimethyl-1,3-dioxan-5-ylcarbamate). Run in CN(C)C=O (DMF). Yields the product CC1(OCC(CO1)(CN1CC2=CC=C(C=C2CC1)OCC1=CC=C(C=C1)C1=C(C=CC=C1)C(F)(F)F)NC(OC(C)(C)C)=O)C (tert-Butyl 2,2-dimethyl-5-((6-((2′-(trifluoromethyl)biphenyl-4-yl)methoxy)-3,4-dihydroisoquinolin-2(1H)-yl)methyl)-1,3-dioxan-5-ylcarbamate). Reaction SMILES: [OH:1][C:2]1[CH:3]=[C:4]2[C:9](=[CH:10][CH:11]=1)[CH2:8][N:7]([CH2:12][C:13]1([NH:21][C:22](=[O:28])[O:23][C:24]([CH3:27])([CH3:26])[CH3:25])[CH2:18][O:17][C:16]([CH3:20])([CH3:19])[O:15][CH2:14]1)[CH2:6][CH2:5]2.Cl[CH2:30][C:31]1[CH:36]=[CH:35][C:34]([C:37]2[CH:42]=[CH:41][CH:40]=[CH:39][C:38]=2[C:43]([F:46])([F:45])[F:44])=[CH:33][CH:32]=1.C([O-])([O-])=O.[Cs+].[Cs+]>CN(C=O)C>[CH3:19][C:16]1([CH3:20])[O:17][CH2:18][C:13]([NH:21][C:22](=[O:28])[O:23][C:24]([CH3:27])([CH3:26])[CH3:25])([CH2:12][N:7]2[CH2:6][CH2:5][C:4]3[C:9](=[CH:10][CH:11]=[C:2]([O:1][CH2:30][C:31]4[CH:32]=[CH:33][C:34]([C:37]5[CH:42]=[CH:41][CH:40]=[CH:39][C:38]=5[C:43]([F:44])([F:45])[F:46])=[CH:35][CH:36]=4)[CH:3]=3)[CH2:8]2)[CH2:14][O:15]1 |f:2.3.4|. Procedure details: A mixture of the product of Step A (0.105 g; 0.27 mmol), the product of Step B (0.08 g; 0.03 mmol) and Cs2CO3 (0.09 g; 0.27 mmol) in anhydrous DMF (1 ml) was stirred overnight at room temperature and solvent was removed in vacuo. The residue was diluted to 15 ml EtOAc and washed with H2O, brine, dried over anhydrous MgSO4, filtered and filtrate evaporated to dryness under reduced pressure. The residue was purified by FCC (SiO2, hexane/EtOAc 9:1) to give the tilted compound (0.12 g; 71%), as colo... The reactants are C(C)NC=1C(=CC2=C(OCO2)C1)C1CC=2C=CC(=CC2CC1)OC(C(C)(C)C)=O (pivalic acid 6-(6-ethylaminobenzo[1,3]dioxol-5-yl)-5,6,7,8-tetrahydronaphthalen-2-yl ester), C(=O)(O)C1=CC=C(C=C1)C1CCN(CC1)C(=O)O (4-(4-carboxyphenyl)piperidine-1-carboxylic acid), butyl ester. The product is C(C)N(C=1C(=CC2=C(OCO2)C1)C1CC=2C=CC(=CC2CC1)O)CC1=CC=C(C=C1)C1CCN(CC1)C (6-{6-{Ethyl[4-(1-methylpiperidin-4-yl)benzyl]amino}benzo[1,3]dioxol-5-yl}-5,6,7,8-tetrahydronaphthalen-2-ol). RXN SMILES: [CH2:1]([NH:3][C:4]1[C:5]([CH:13]2[CH2:22][CH2:21][C:20]3[CH:19]=[C:18]([O:23]C(=O)C(C)(C)C)[CH:17]=[CH:16][C:15]=3[CH2:14]2)=[CH:6][C:7]2[O:11][CH2:10][O:9][C:8]=2[CH:12]=1)[CH3:2].[C:30]([C:33]1[CH:38]=[CH:37][C:36]([CH:39]2[CH2:44][CH2:43][N:42]([C:45](O)=O)[CH2:41][CH2:40]2)=[CH:35][CH:34]=1)(O)=O>>[CH2:1]([N:3]([CH2:30][C:33]1[CH:34]=[CH:35][C:36]([CH:39]2[CH2:40][CH2:41][N:42]([CH3:45])[CH2:43][CH2:44]2)=[CH:37][CH:38]=1)[C:4]1[C:5]([CH:13]2[CH2:22][CH2:21][C:20]3[CH:19]=[C:18]([OH:23])[CH:17]=[CH:16][C:15]=3[CH2:14]2)=[CH:6][C:7]2[O:11][CH2:10][O:9][C:8]=2[CH:12]=1)[CH3:2]. Procedure: Synthesized from pivalic acid 6-(6-ethylaminobenzo[1,3]dioxol-5-yl)-5,6,7,8-tetrahydronaphthalen-2-yl ester (40 mg) and 4-(4-carboxyphenyl)piperidine-1-carboxylic acid text-butyl ester (60 mg) according to an analogous synthetic method to Example 337 described below, the title compound (35 mg) was obtained. The reactants are [C-]#N.[K+] (potassium cyanide), C1(=CC=CC=C1)[C@H](CC1=CC=C(C=C1)C)N ((S)-1-phenyl-2-p-tolylethylamine), Cl (hydrochloric acid), ice water, C(=O)C1(CC1)C(=O)OCC (ethyl 1-formylcyclopropane-1-carboxylate). Run in O (water), C(C)O (ethanol). Reaction conditions: time 1 hour. Yields the product C(#N)C(C1(CC1)C(=O)OCC)N[C@@H](CC1=CC=C(C=C1)C)C1=CC=CC=C1 (1-[(RS)-1-Cyano-[(S)-1-phenyl-2-p-tolylethylamino]methyl]-1-ethoxycarbonylcyclopropane). Yield: 67.4%. As a reaction SMILES: [C-:1]#[N:2].[K+].[C:4]1([C@@H:10]([NH2:19])[CH2:11][C:12]2[CH:17]=[CH:16][C:15]([CH3:18])=[CH:14][CH:13]=2)[CH:9]=[CH:8][CH:7]=[CH:6][CH:5]=1.[CH:20]([C:22]1([C:25]([O:27][CH2:28][CH3:29])=[O:26])[CH2:24][CH2:23]1)=O.Cl>C(O)C.O>[C:1]([CH:20]([NH:19][C@H:10]([C:4]1[CH:9]=[CH:8][CH:7]=[CH:6][CH:5]=1)[CH2:11][C:12]1[CH:13]=[CH:14][C:15]([CH3:18])=[CH:16][CH:17]=1)[C:22]1([C:25]([O:27][CH2:28][CH3:29])=[O:26])[CH2:24][CH2:23]1)#[N:2] |f:0.1|. Reported procedure: An eggplant type flask was charged with 133 mg of potassium cyanide, 1.0 g of (S)-1-phenyl-2-p-tolylethylamine and 1 ml of water. After adding 146 mg of ethyl 1-formylcyclopropane-1-carboxylate dissolved in 2.5 ml of ethanol, dropwise at room temperature, the resulting mixture was further mixed with 0.2 ml of concentrated hydrochloric acid, and stirred for 1 hour at the same temperature and then for 2 hours at 50° C. After confirming completion of the reaction, the reaction solution was mixed wi... Procedure details: 1,8-Diazabicyclo[5.4.0]undec-7-ene (6.00 mL, 40.2 mmol) was added to a suspension of C2 (8.00 g, 36.5 mmol) and benzyl chloromethyl ether (95%, 5.86 mL, 40.2 mmol) in acetonitrile (100 mL). After 90 hours at room temperature, the reaction mixture was concentrated in vacuo, diluted with water, and extracted several times with ethyl acetate. The combined organic layers were washed sequentially with water and with saturated aqueous sodium chloride solution, dried over magnesium sulfate, filtered, a... Reaction SMILES: N12CCCN=C1CCCCC2.[Br:12][C:13]1[N:18]([CH3:19])[C:17](=[O:20])[NH:16][C:15](=[O:21])[C:14]=1[CH3:22].Cl[CH2:24][O:25][CH2:26][C:27]1[CH:32]=[CH:31][CH:30]=[CH:29][CH:28]=1>C(#N)C>[CH2:26]([O:25][CH2:24][N:16]1[C:15](=[O:21])[C:14]([CH3:22])=[C:13]([Br:12])[N:18]([CH3:19])[C:17]1=[O:20])[C:27]1[CH:32]=[CH:31][CH:30]=[CH:29][CH:28]=1. Run at time 90 hour. Starting materials: N12CCCCCC2=NCCC1 (1,8-Diazabicyclo[5.4.0]undec-7-ene), BrC1=C(C(NC(N1C)=O)=O)C (6-bromo-1,5-dimethylpyrimidine-2,4(1H,3H)-dione), ClCOCC1=CC=CC=C1 (benzyl chloromethyl ether). The product is C(C1=CC=CC=C1)OCN1C(N(C(=C(C1=O)C)Br)C)=O (3-[(benzyloxy)methyl]-6-bromo-1,5-dimethylpyrimidine-2,4(1H,3H)-dione). Solvent: C(C)#N (acetonitrile).